Dataset: the Open Reaction Database (ORD), a public repository of structured organic reaction records. Task: describe an organic reaction: reactants, conditions, products, and yield Starting materials: CCCCON=O, [Na+], O=C1CCCCCCCCCCC(=O)OCCC1, O=S([O-])O. The product is O=C1CCCCCCCCCCCCCCO1. As a reaction SMILES: [N:24]([O:25][CH2:26][CH2:27][CH2:28][CH3:29])=[O:30].[Na+:23].[O:1]=[C:2]1[CH2:3][CH2:4][CH2:5][CH2:6][CH2:7][CH2:8][CH2:9][CH2:10][CH2:11][CH2:12][C:13](=[O:14])[O:15][CH2:16][CH2:17][CH2:18]1.[S:19](=[O:20])([OH:21])[O-:22]>>[CH2:2]1[CH2:3][CH2:4][CH2:5][CH2:6][CH2:7][CH2:8][CH2:9][CH2:10][CH2:11][CH2:12][C:13](=[O:14])[O:15][CH2:16][CH2:17][CH2:18]1. The reactants are IC1=CC=C(C=C1)[N+](=O)[O-] (1-iodo-4-nitrobenzene), C(=C)C1=CC=NC=C1 (4-vinylpyridine), TEA. Reaction SMILES: I[C:2]1[CH:7]=[CH:6][C:5]([N+:8]([O-:10])=[O:9])=[CH:4][CH:3]=1.[CH:11]([C:13]1[CH:18]=[CH:17][N:16]=[CH:15][CH:14]=1)=[CH2:12]>CC([O-])=O.CC([O-])=O.[Pd+2].CC#N>[N+:8]([C:5]1[CH:6]=[CH:7][C:2]([CH:12]=[CH:11][C:13]2[CH:18]=[CH:17][N:16]=[CH:15][CH:14]=2)=[CH:3][CH:4]=1)([O-:10])=[O:9] |f:2.3.4|. The product is [N+](=O)([O-])C1=CC=C(C=C1)C=CC1=CC=NC=C1 (4-[2-(4-nitro-phenyl)-vinyl]-pyridine). Reagents/catalysts: CC(=O)[O-].CC(=O)[O-].[Pd+2] (Pd(OAc)2). Run at temperature 100 celsius. Procedure: To a CH3CN solution of 1-iodo-4-nitrobenzene (498 mg, 2 mmol) and 4-vinylpyridine (262 mg, 2.5 mmol) was added TEA (350 μL, 2.5 mmol) and Pd(OAc)2 (0.45 mg, 0.2 mmol). The mixture was heated to 100° C. for 48 hr in a capped Pyrex tube. It was then cooled to room temperature, quenched with 1N HCl (20 mL) and concentrated under reduced pressure. The mixture was filtered and the solid was taken up in EtOAc (30 mL) and washed with 1N NaOH (30 mL). The organic layer was concentrated, dried over Na2SO... Isolated yield 35.4%. Solvent: CC#N (CH3CN). Reactants: O (water), NC1=CC=C(C=C1)C(C(=O)OC(C)(C)C)C (tert-butyl 2-(4-aminophenyl)propanoate), BrN1C(CCC1=O)=O (N-bromosuccinimide). Run in CN(C)C=O (DMF), CN(C)C=O (DMF). Run at time 8 hour. Product: NC1=C(C=C(C=C1)C(C(=O)OC(C)(C)C)C)Br (tert-butyl 2-(4-amino-3-bromophenyl)propanoate). Yield: 88.4%. As a reaction SMILES: [NH2:1][C:2]1[CH:7]=[CH:6][C:5]([CH:8]([CH3:16])[C:9]([O:11][C:12]([CH3:15])([CH3:14])[CH3:13])=[O:10])=[CH:4][CH:3]=1.[Br:17]N1C(=O)CCC1=O.O>CN(C=O)C>[NH2:1][C:2]1[CH:3]=[CH:4][C:5]([CH:8]([CH3:16])[C:9]([O:11][C:12]([CH3:15])([CH3:14])[CH3:13])=[O:10])=[CH:6][C:7]=1[Br:17]. Procedure: To a solution of tert-butyl 2-(4-aminophenyl)propanoate (5.00 g, 22.6 mmol) in DMF (15 mL) was added a solution of N-bromosuccinimide (4.22 g, 23.7 mmol) in DMF (15 ML) at room temperature which was maintained by water bath. The mixture was stirred overnight, poured into water and extracted with ethyl acetate. The organic layer was separated, washed with water, then brine, dried over sodium sulfate, and filtered. After concentration, the residue was purified by flash chromatography (9:1 hexanes/... Starting materials: [Br-] (bromide), ice water, FC1=CC(=C(C(=O)O)C=C1F)N (4,5-difluoro-2-aminobenzoic acid), CN(C)C=O (DMF), BrCC(=O)Br (Bromoacetyl bromide). Run in O1CCOCC1 (dioxane). Reaction conditions: temperature 0 celsius, time 8 hour. Product: FC1=CC(=C(C(=O)O)C=C1F)NC(CBr)=O (4,5-Difluoro-2-((bromoacetyl)amino)benzoic Acid). The yield is 92.0%. Reaction SMILES: [F:1][C:2]1[C:10]([F:11])=[CH:9][C:5]([C:6]([OH:8])=[O:7])=[C:4]([NH2:12])[CH:3]=1.CN(C=O)C.[Br:18][CH2:19][C:20](Br)=[O:21].[Br-]>O1CCOCC1>[F:1][C:2]1[C:10]([F:11])=[CH:9][C:5]([C:6]([OH:8])=[O:7])=[C:4]([NH:12][C:20](=[O:21])[CH2:19][Br:18])[CH:3]=1. Reported procedure: A solution of 4,5-difluoro-2-aminobenzoic acid (20.0 g, 115.5 mmol) in a mixture of anhydrous DMF (50 mL) and anhydrous dioxane (50 mL) was cooled to 0° C. under N2 using an ice-bath. Bromoacetyl bromide (23.3 g, 10.1 mL, 115.5 mmol) was added dropwise, keeping the internal temperature between 0° and 5° C. over a 3/4 h period. After the addition of bromide was completed, the solution was warmed to rt, stirred overnight, and then the solution was slowly poured into 200 mL of ice-water. The result... Starting materials: [Si](C)(C)(C(C)(C)C)OC=1C(=C(C=C(C1)OCC)C(NC=1C=C2C=CN=C(C2=CC1)N(C(=O)OC(C)(C)C)C(=O)OC(C)(C)C)C=1N(C=C(N1)C1=CC=CC=C1)C(C1=CC=CC=C1)(C1=CC=CC=C1)C1=CC=CC=C1)F (N6-((3-(tert-butyldimethylsilyloxy)-5-ethoxy-2-fluorophenyl)(4-phenyl-1-trityl-1H-imidazol-2-yl)methyl)-N1,N1-di-(tert-butoxycarbonyl)isoquinoline-1,6-diamine), CCCC[N+](CCCC)(CCCC)CCCC.[F-] (TBAF). The solvent is CCOC(=O)C (EtOAc), C1CCOC1 (THF). Reaction conditions: time 30 minute. The product is C(C)(C)(C)OC(=O)N(C1=NC=CC2=CC(=CC=C12)NC(C=1C(=C(C=C(C1)OCC)O)F)C=1N(C=C(N1)C1=CC=CC=C1)C(C1=CC=CC=C1)(C1=CC=CC=C1)C1=CC=CC=C1)C(=O)OC(C)(C)C (3-((1-(di-tert-butoxycarbonylamino)isoquinolin-6-ylamino)(4-phenyl-1-trityl-1H-imidazol-2-yl)methyl)-5-ethoxy-2-fluorophenol). Isolated yield 90.2%. RXN SMILES: [Si]([O:8][C:9]1[C:10]([F:75])=[C:11]([CH:18]([C:45]2[N:46]([C:56]([C:69]3[CH:74]=[CH:73][CH:72]=[CH:71][CH:70]=3)([C:63]3[CH:68]=[CH:67][CH:66]=[CH:65][CH:64]=3)[C:57]3[CH:62]=[CH:61][CH:60]=[CH:59][CH:58]=3)[CH:47]=[C:48]([C:50]3[CH:55]=[CH:54][CH:53]=[CH:52][CH:51]=3)[N:49]=2)[NH:19][C:20]2[CH:21]=[C:22]3[C:27](=[CH:28][CH:29]=2)[C:26]([N:30]([C:38]([O:40][C:41]([CH3:44])([CH3:43])[CH3:42])=[O:39])[C:31]([O:33][C:34]([CH3:37])([CH3:36])[CH3:35])=[O:32])=[N:25][CH:24]=[CH:23]3)[CH:12]=[C:13]([O:15][CH2:16][CH3:17])[CH:14]=1)(C(C)(C)C)(C)C.CCCC[N+](CCCC)(CCCC)CCCC.[F-]>C1COCC1.CCOC(C)=O>[C:34]([O:33][C:31]([N:30]([C:38]([O:40][C:41]([CH3:42])([CH3:44])[CH3:43])=[O:39])[C:26]1[C:27]2[C:22](=[CH:21][C:20]([NH:19][CH:18]([C:45]3[N:46]([C:56]([C:69]4[CH:70]=[CH:71][CH:72]=[CH:73][CH:74]=4)([C:63]4[CH:68]=[CH:67][CH:66]=[CH:65][CH:64]=4)[C:57]4[CH:58]=[CH:59][CH:60]=[CH:61][CH:62]=4)[CH:47]=[C:48]([C:50]4[CH:55]=[CH:54][CH:53]=[CH:52][CH:51]=4)[N:49]=3)[C:11]3[C:10]([F:75])=[C:9]([OH:8])[CH:14]=[C:13]([O:15][CH2:16][CH3:17])[CH:12]=3)=[CH:29][CH:28]=2)[CH:23]=[CH:24][N:25]=1)=[O:32])([CH3:37])([CH3:35])[CH3:36] |f:1.2|. Procedure details: To a solution of Intermediate 123.2 (635 mg, 0.619 mmol) in 5 mL THF, was added TBAF (1 M, 0.619 mL, 0.619 mmol). The mixture was stirred at rt for 30 min, then was diluted with EtOAc. The organic phase was washed with 0.1 N HCl, water (2×) and brine; dried (Na2SO4) and concentrated. The crude product was purified by flash chromatography (0 to 75% EtOAc/hexanes) to afford 509 mg (90%) of Intermediate 123.3 as a pale yellow solid. The reactants are O=[N+]([O-])c1ccc(Br)cc1F, CC(C)(C)N, CCO. The product is CC(C)(C)Nc1cc(Br)ccc1[N+](=O)[O-]. As a reaction SMILES: [Br:1][c:2]1[cH:3][c:4]([F:11])[c:5]([N+:8](=[O:9])[O-:10])[cH:6][cH:7]1.[CH3:12][C:13]([CH3:14])([CH3:15])[NH2:16].[CH3:17][CH2:18][OH:19]>>[Br:1][c:2]1[cH:3][c:4]([NH:16][C:13]([CH3:12])([CH3:14])[CH3:15])[c:5]([N+:8](=[O:9])[O-:10])[cH:6][cH:7]1.